From a dataset of the Open Reaction Database (ORD), a public repository of structured organic reaction records. describe an organic reaction: reactants, conditions, products, and yield Starting materials: CC(=O)O[BH-](OC(C)=O)OC(C)=O, O=C([O-])O, O=CC1CCCCCCC1, Cl, O=C(NC1CCNCC1)C1c2ccccc2Oc2ccccc21, [Na+], [Na+], C1CCOC1. Product: O=C(NC1CCN(CC2CCCCCCC2)CC1)C1c2ccccc2Oc2ccccc21. As a reaction SMILES: [C:35]([O:36][BH-:37]([O:38][C:39](=[O:40])[CH3:41])[O:42][C:43](=[O:44])[CH3:45])(=[O:46])[CH3:47].[C:49](=[O:50])([OH:51])[O-:52].[CH:25]1([CH:33]=[O:34])[CH2:26][CH2:27][CH2:28][CH2:29][CH2:30][CH2:31][CH2:32]1.[ClH:1].[NH:2]1[CH2:3][CH2:4][CH:5]([NH:8][C:9](=[O:10])[CH:11]2[c:12]3[cH:13][cH:14][cH:15][cH:16][c:17]3[O:18][c:19]3[cH:20][cH:21][cH:22][cH:23][c:24]32)[CH2:6][CH2:7]1.[Na+:48].[Na+:53].[O:54]1[CH2:55][CH2:56][CH2:57][CH2:58]1>>[N:2]1([CH2:33][CH:25]2[CH2:26][CH2:27][CH2:28][CH2:29][CH2:30][CH2:31][CH2:32]2)[CH2:3][CH2:4][CH:5]([NH:8][C:9](=[O:10])[CH:11]2[c:12]3[cH:13][cH:14][cH:15][cH:16][c:17]3[O:18][c:19]3[cH:20][cH:21][cH:22][cH:23][c:24]32)[CH2:6][CH2:7]1. Reactants: CC(C)(C)OC(=O)N1CCC(=Cc2cccc(Oc3ccc(Br)cn3)c2)CC1, CC(=O)[O-], CC(=O)[O-], C1CNC1, CC(C)(C)[O-], Cc1ccccc1, [Na+], [Pd+2]. The product is CC(C)(C)OC(=O)N1CCC(=Cc2cccc(Oc3ccc(N4CCC4)cn3)c2)CC1. As a reaction SMILES: [Br:7][c:8]1[cH:9][cH:10][c:11]([O:14][c:15]2[cH:16][c:17]([CH:18]=[C:19]3[CH2:20][CH2:21][N:22]([C:25](=[O:26])[O:27][C:28]([CH3:29])([CH3:30])[CH3:31])[CH2:23][CH2:24]3)[cH:32][cH:33][cH:34]2)[n:12][cH:13]1.[C:46]([O-:47])(=[O:48])[CH3:49].[C:51]([O-:52])(=[O:53])[CH3:54].[CH2:35]1[CH2:36][NH:37][CH2:38]1.[CH3:1][C:2]([CH3:3])([O-:4])[CH3:5].[CH3:39][c:40]1[cH:41][cH:42][cH:43][cH:44][cH:45]1.[Na+:6].[Pd+2:50]>>[c:8]1([N:37]2[CH2:36][CH2:35][CH2:38]2)[cH:9][cH:10][c:11]([O:14][c:15]2[cH:16][c:17]([CH:18]=[C:19]3[CH2:20][CH2:21][N:22]([C:25](=[O:26])[O:27][C:28]([CH3:29])([CH3:30])[CH3:31])[CH2:23][CH2:24]3)[cH:32][cH:33][cH:34]2)[n:12][cH:13]1. The reactants are B(Br)(Br)Br (Boron tribromide), COC1=CC=CC2=C1C[C@H]1N(CC[C@@]2(C1(C)C)C)C(=O)C1=C(OC=C1)C ([(2R,6S)-10-methoxy-6,11,11-trimethyl-1,2,5,6-tetrahydro-4H-2,6-methano-benzo[d]azocin-3-yl]-(2-methyl-furan-3-yl)-methanone), O (water). Run in ClCCl (dichloromethane). Run at time 2 hour. Product: OC1=CC=CC2=C1C[C@H]1N(CC[C@@]2(C1(C)C)C)C(=O)C1=C(OC=C1)C ([(2R,6S)-10-Hydroxy-6,11,11-trimethyl-1,2,5,6-tetrahydro-4H-2,6-methano-benzo[d]azocin-3-yl]-(2-methyl-furan-3-yl)-methanone). RXN SMILES: B(Br)(Br)Br.C[O:6][C:7]1[C:12]2[CH2:13][C@@H:14]3[C:19]([CH3:21])([CH3:20])[C@:18]([CH3:22])([C:11]=2[CH:10]=[CH:9][CH:8]=1)[CH2:17][CH2:16][N:15]3[C:23]([C:25]1[CH:29]=[CH:28][O:27][C:26]=1[CH3:30])=[O:24].O>ClCCl>[OH:6][C:7]1[C:12]2[CH2:13][C@@H:14]3[C:19]([CH3:21])([CH3:20])[C@:18]([CH3:22])([C:11]=2[CH:10]=[CH:9][CH:8]=1)[CH2:17][CH2:16][N:15]3[C:23]([C:25]1[CH:29]=[CH:28][O:27][C:26]=1[CH3:30])=[O:24]. Reported procedure: Boron tribromide (2 mL) is added to a solution of [(2R,6S)-10-methoxy-6,11,11-trimethyl-1,2,5,6-tetrahydro-4H-2,6-methano-benzo[d]azocin-3-yl]-(2-methyl-furan-3-yl)-methanone (0.22 g) in dichloromethane (10 mL). The resulting solution is stirred at ambient temperature for 2 h. Then, water is added and the mixture is stirred for another 10 min. The organic phase is separated and the aqueous phase is extracted with dichloromethane. The combined organic phases are washed with brine and dried (Na2SO...